Dataset: the Open Reaction Database (ORD), a public repository of structured organic reaction records. Task: describe an organic reaction: reactants, conditions, products, and yield The reactants are CC(C)(C)C(CO)(CS)CS, C#CCCCCC12OCC(C(C)(C)C)(CS1)CS2, CC(C)CC(CO)(CS)CS, C#CCCCCC12OCC(CCCC)(CS1)CS2, C#CCCCCC12OCC(CC(C)C)(CS1)CS2, C#CCCCCC12OCC(c3ccccc3)(CS1)CS2, CCCCC(CO)(CS)CS, OCC(CS)(CS)CC1CC1, C#CCCCCC12OCC(CC3CC3)(CS1)CS2, OCC(CS)(CS)c1ccccc1. The product is C#CCCCCC12OCC(CCC)(CS1)CS2. As a reaction SMILES: [C:104]([C:105]([CH2:106][OH:107])([CH2:108][SH:109])[CH2:110][SH:111])([CH3:112])([CH3:113])[CH3:114].[C:19]([C:20]12[CH2:21][S:22][C:23]([CH2:24][CH2:25][CH2:26][CH2:27][C:28]#[CH:29])([S:30][CH2:31]1)[O:32][CH2:33]2)([CH3:34])([CH3:35])[CH3:36].[CH2:115]([C:116]([CH2:117][OH:118])([CH2:119][SH:120])[CH2:121][SH:122])[CH:123]([CH3:124])[CH3:125].[CH2:1]([CH2:2][CH2:3][CH3:4])[C:5]12[CH2:6][O:7][C:8]([CH2:13][CH2:14][CH2:15][CH2:16][C:17]#[CH:18])([S:9][CH2:10]1)[S:11][CH2:12]2.[CH2:37]([C:38]12[CH2:39][S:40][C:41]([CH2:42][CH2:43][CH2:44][CH2:45][C:46]#[CH:47])([S:48][CH2:49]1)[O:50][CH2:51]2)[CH:52]([CH3:53])[CH3:54].[CH2:55]([C:56]12[S:57][CH2:58][C:59]([c:60]3[cH:61][cH:62][cH:63][cH:64][cH:65]3)([CH2:66][S:67]1)[CH2:68][O:69]2)[CH2:70][CH2:71][CH2:72][C:73]#[CH:74].[CH2:93]([C:94]([CH2:95][OH:96])([CH2:97][SH:98])[CH2:99][SH:100])[CH2:101][CH2:102][CH3:103].[CH:139]1([CH2:140][C:141]([CH2:142][OH:143])([CH2:144][SH:145])[CH2:146][SH:147])[CH2:148][CH2:149]1.[CH:75]1([CH2:76][C:77]23[CH2:78][S:79][C:80]([CH2:81][CH2:82][CH2:83][CH2:84][C:85]#[CH:86])([S:87][CH2:88]2)[O:89][CH2:90]3)[CH2:91][CH2:92]1.[OH:126][CH2:127][C:128]([c:129]1[cH:130][cH:131][cH:132][cH:133][cH:134]1)([CH2:135][SH:136])[CH2:137][SH:138]>>[CH2:1]([CH2:2][CH3:3])[C:5]12[CH2:6][O:7][C:8]([CH2:13][CH2:14][CH2:15][CH2:16][C:17]#[CH:18])([S:9][CH2:10]1)[S:11][CH2:12]2. Reactants: CCCC[N+](CCCC)(CCCC)CCCC.[F-] (TBAF), ClC1=CC=C(C=C1)C=1C=CC(=NC1)C#C[Si](C)(C)C (5-(4-chloro-phenyl)-2-trimethylsilanylethynyl-pyridine), O (water). The solvent is C(Cl)Cl (DCM). Conditions: time 3 hour. Product: ClC1=CC=C(C=C1)C=1C=CC(=NC1)C#C (5-(4-chloro-phenyl)-2-ethynyl-pyridine). Reaction SMILES: CCCC[N+](CCCC)(CCCC)CCCC.[F-].[Cl:19][C:20]1[CH:25]=[CH:24][C:23]([C:26]2[CH:27]=[CH:28][C:29]([C:32]#[C:33][Si](C)(C)C)=[N:30][CH:31]=2)=[CH:22][CH:21]=1.O>C(Cl)Cl>[Cl:19][C:20]1[CH:21]=[CH:22][C:23]([C:26]2[CH:27]=[CH:28][C:29]([C:32]#[CH:33])=[N:30][CH:31]=2)=[CH:24][CH:25]=1 |f:0.1|. Procedure: Under an argon atmosphere 6.6 g (21.0 mmol) TBAF are added to a solution of 5.8 g (20.3 mmol) 5-(4-chloro-phenyl)-2-trimethylsilanylethynyl-pyridine in 200 mL DCM at 0° C. The reaction solution is stirred for 3 h, while the reaction temperature slowly rises to RT. It is added to 50 mL water and the organic phase is extracted four times with 50 mL water, dried over MgSO4 and filtered over activated charcoal. The solvent is eliminated i.vac. and further purification is carried out by column chroma... Yield: 38.8%. Reaction SMILES: [C:1](=O)([O-])[O-].[Cs+].[Cs+].IC.[N:9]1[CH:10]=[CH:11][N:12]2[CH:17]=[C:16]([C:18]([OH:20])=[O:19])[CH:15]=[CH:14][C:13]=12>CN(C=O)C.[Cl-].[Na+].O>[CH3:1][O:19][C:18]([C:16]1[CH:15]=[CH:14][C:13]2[N:12]([CH:11]=[CH:10][N:9]=2)[CH:17]=1)=[O:20] |f:0.1.2,6.7.8|. Procedure details: Cesium carbonate (15.7 g, 48.2 mmol) and iodomethane (1.50 ml, 24.2 mmol) were added to a solution of imidazo[1,2-a]pyridine-6-carboxylic acid (2.61 g, 16.1 mmol) in DMF (100 ml). The reaction was stirred at ambient temperature overnight, then poured into brine (100 ml) and extracted with ethyl acetate (3×100 mL). The combined organics were washed with saturated sodium bicarbonate solution (25 mL), and a 1N HCl solution (25 mL) then dried over MgSO4 and evaporated to give imidazo[1,2-a]pyridine-... The solvent is CN(C)C=O (DMF), [Cl-].[Na+].O (brine). Run at time 8 hour. Starting materials: C([O-])([O-])=O.[Cs+].[Cs+] (Cesium carbonate), IC (iodomethane), N=1C=CN2C1C=CC(=C2)C(=O)O (imidazo[1,2-a]pyridine-6-carboxylic acid). Yields the product COC(=O)C=1C=CC=2N(C1)C=CN2 (imidazo[1,2-a]pyridine-6-carboxylic acid methyl ester).